This data is from the Open Reaction Database (ORD), a public repository of structured organic reaction records. The task is: describe an organic reaction: reactants, conditions, products, and yield Reported procedure: To a solution of n-butyllithium (56.6 ml, 1.6M solution in hexane, 90.6 mmol) in THF (60 ml) was added a solution of acetonitrile (3.71 g, 4.73 ml, 90.5 mmol) in THF (12 ml) slowly at a temperature between −78° C. and −70° C. Then a solution of ethyl 2-ethylbutanoate (6.52 g, 7.5 ml, 45.2 mmol) in THF (17 ml) was added and the reaction mixture was stirred for 1 h at −78° C. and for 1.5 h at −45° C. Then cold 2M HCl was added carefully to adjust the pH to 7. The mixture was extracted with DCM and... The yield is 100.0%. Solvent: C1CCOC1 (THF), C1CCOC1 (THF), C1CCOC1 (THF). Product: C(C)C(C(CC#N)=O)CC (4-Ethyl-3-oxo-hexanenitrile). RXN SMILES: C([Li])CCC.[C:6](#[N:8])[CH3:7].[CH2:9]([CH:11]([CH2:17][CH3:18])[C:12](OCC)=[O:13])[CH3:10].Cl>C1COCC1>[CH2:9]([CH:11]([CH2:17][CH3:18])[C:12](=[O:13])[CH2:7][C:6]#[N:8])[CH3:10]. Reaction conditions: temperature -45 celsius, time 1.5 hour. Starting materials: C(C)C(C(=O)OCC)CC (ethyl 2-ethylbutanoate), C(CCC)[Li] (n-butyllithium), C(C)#N (acetonitrile), Cl (HCl). Starting materials: C(C1=CC=CC=C1)[C@H]1N(CC[C@@H](C1)N(C(C(F)(F)F)=O)CC1=CC=NC2=CC=CC=C12)CCC1=CC=CC=C1 ((2R*,4S*)-2-benzyl-1-(2-phenylethyl)-N-(4-quinolylmethyl)-N-trifluoroacetyl-4-piperidinamine), [BH4-].[Na+] (sodium borohydride). Yields the product C(C1=CC=CC=C1)[C@H]1N(CC[C@@H](C1)NCC1=CC=NC2=CC=CC=C12)CCC1=CC=CC=C1 ((2R*,4S*)-2-benzyl-1-(2-phenylethyl)-N-(4-quinolylmethyl)-4-piperidinamine). As a reaction SMILES: [CH2:1]([C@@H:8]1[CH2:13][C@@H:12]([N:14]([CH2:21][C:22]2[C:31]3[C:26](=[CH:27][CH:28]=[CH:29][CH:30]=3)[N:25]=[CH:24][CH:23]=2)C(=O)C(F)(F)F)[CH2:11][CH2:10][N:9]1[CH2:32][CH2:33][C:34]1[CH:39]=[CH:38][CH:37]=[CH:36][CH:35]=1)[C:2]1[CH:7]=[CH:6][CH:5]=[CH:4][CH:3]=1.[BH4-].[Na+]>>[CH2:1]([C@@H:8]1[CH2:13][C@@H:12]([NH:14][CH2:21][C:22]2[C:31]3[C:26](=[CH:27][CH:28]=[CH:29][CH:30]=3)[N:25]=[CH:24][CH:23]=2)[CH2:11][CH2:10][N:9]1[CH2:32][CH2:33][C:34]1[CH:39]=[CH:38][CH:37]=[CH:36][CH:35]=1)[C:2]1[CH:7]=[CH:6][CH:5]=[CH:4][CH:3]=1 |f:1.2|. Reported procedure: 215 mg (0.494 mmol) of (2R*,4S*)-2-benzyl-1-(2-phenylethyl)-N-(4-quinolylmethyl)-N-trifluoroacetyl-4-piperidinamine are reacted with 77 mg (1.97 mmol) of sodium borohydride in analogy to Example 2. The title compound ##STR37## is obtained as oil. TLC: methylene chloride/methanol/conc. ammonia (700:50:1) Rf =0.34, FD-MS: M+ =435. Starting materials: BrC1=CC=C(C=C1)C(C(F)(F)F)=O (4′-bromo-2,2,2-trifluoroacetophenone), [BH4-].[Na+] (sodium borohydride), O (Water). Run in CO (methanol). Conditions: time 8 hour. The product is BrC1=CC=C(C=C1)C(C(F)(F)F)O (1-(4-bromophenyl)-2,2,2-trifluoroethanol). RXN SMILES: [Br:1][C:2]1[CH:7]=[CH:6][C:5]([C:8](=[O:13])[C:9]([F:12])([F:11])[F:10])=[CH:4][CH:3]=1.[BH4-].[Na+].O>CO>[Br:1][C:2]1[CH:7]=[CH:6][C:5]([CH:8]([OH:13])[C:9]([F:11])([F:12])[F:10])=[CH:4][CH:3]=1 |f:1.2|. Reported procedure: To a room temperature solution of commercial 4′-bromo-2,2,2-trifluoroacetophenone (100 mg) in 1.9 mL of methanol was added sodium borohydride (15 mg). The mixture was stirred at room temperature overnight. Water was added, extracted with methyl t-butyl ether (3×20 mL) washed with water and brine. It was dried with magnesium sulfate and the solvent removed under reduced pressure to yield the title compound and it was used as such for the next step. The reactants are C(C)(C)(C)OC(=O)N1CC(OCC1)C(=O)O (4-(tert-butoxycarbonyl)morpholine-2-carboxylic acid), COC=1C=C(C=CC1)[C@@H](C)N ((R)-1-(3-methoxyphenyl)ethanamine). The product is COC=1C=C(C=CC1)[C@@H](C)NC(=O)C1CNCCO1 (N-((R)-1-(3-Methoxyphenyl)ethyl)morpholine-2-carboxamide). As a reaction SMILES: C(OC([N:8]1[CH2:13][CH2:12][O:11][CH:10]([C:14]([OH:16])=O)[CH2:9]1)=O)(C)(C)C.[CH3:17][O:18][C:19]1[CH:20]=[C:21]([C@H:25]([NH2:27])[CH3:26])[CH:22]=[CH:23][CH:24]=1>>[CH3:17][O:18][C:19]1[CH:20]=[C:21]([C@H:25]([NH:27][C:14]([CH:10]2[O:11][CH2:12][CH2:13][NH:8][CH2:9]2)=[O:16])[CH3:26])[CH:22]=[CH:23][CH:24]=1. Procedure: The title compound was prepared by following the similar procedure as described in Step-2 of Intermediate-2 by using 4-(tert-butoxycarbonyl)morpholine-2-carboxylic acid (Step-1 of Intermediate-2) and (R)-1-(3-methoxyphenyl)ethanamine followed by deprotection of resultant Boc protected compound by following the similar procedure as described in Step-3 of Intermediate-2.